This data is from the Open Reaction Database (ORD), a public repository of structured organic reaction records. The task is: describe an organic reaction: reactants, conditions, products, and yield Reactants: C(CC(C)C)N (isoamylamine), C(C(=C)C)(=O)OC (methyl methacrylate). Run in CO (methanol). The product is COC(C(CNCCC(C)C)C)=O ((rac)-2-methyl-3-(3-methyl-butylamino)-propanoic acid methyl ester). Isolated yield 76.4%. Reaction SMILES: [CH2:1]([NH2:6])[CH2:2][CH:3]([CH3:5])[CH3:4].[C:7]([O:12][CH3:13])(=[O:11])[C:8]([CH3:10])=[CH2:9]>CO>[CH3:13][O:12][C:7](=[O:11])[CH:8]([CH3:10])[CH2:9][NH:6][CH2:1][CH2:2][CH:3]([CH3:5])[CH3:4]. Procedure details: A solution of 8.72 g (0.10 mole) of isoamylamine, 12.01 g (0.12 mole) of methyl methacrylate and 50 mL of methanol was heated at reflux under an argon atmosphere for 22 hours. After cooling the mixture was concentrated, then distilled under vacuum to give 14.31 g of (rac)-2-methyl-3-(3-methyl-butylamino)-propanoic acid methyl ester as colorless oil. b.p. 73-75 degrees, 2 mm Hg. Reactants: CC(CC(O)C(C)Oc1ccc(Oc2ccc(C(F)(F)F)cc2)cc1)=NN(C)C, CO, [O-][I+3]([O-])([O-])[O-], [Na+], O=P([O-])([O-])[O-], O. Yields the product CC(=O)CC(O)C(C)Oc1ccc(Oc2ccc(C(F)(F)F)cc2)cc1. RXN SMILES: [CH3:1][N:2]([CH3:3])[N:29]=[C:4]([CH3:5])[CH2:6][CH:7]([CH:8]([CH3:9])[O:10][c:11]1[cH:12][cH:13][c:14]([O:17][c:18]2[cH:19][cH:20][c:21]([C:24]([F:25])([F:26])[F:27])[cH:22][cH:23]2)[cH:15][cH:16]1)[OH:28].[CH3:36][OH:37].[I+3:30]([O-:31])([O-:32])([O-:33])[O-:34].[Na+:35].[O-:38][P:39](=[O:40])([O-:41])[O-:42].[OH2:43]>>[C:4]([CH3:5])([CH2:6][CH:7]([CH:8]([CH3:9])[O:10][c:11]1[cH:12][cH:13][c:14]([O:17][c:18]2[cH:19][cH:20][c:21]([C:24]([F:25])([F:26])[F:27])[cH:22][cH:23]2)[cH:15][cH:16]1)[OH:28])=[O:31]. Reactants: C(C(=O)Cl)(=O)Cl (Oxalyl chloride), C(C1=CC=CC=C1)OC=1C=C2C(=CC=C(C2=CC1)C(=O)O)N(CC1=CC=CC=C1)CC1=CC=CC=C1 (6-(benzyloxy)-4-(dibenzylamino)-1-naphthoic acid), CO (MeOH). Reagents/catalysts: CN(C)C=O (DMF). Solvent: ClCCl (dichloromethane), C(Cl)Cl (CH2Cl2). Conditions: time 1 hour. Product: C(C1=CC=CC=C1)OC=1C=C2C(=CC=C(C2=CC1)C(=O)OC)N(CC1=CC=CC=C1)CC1=CC=CC=C1 (methyl 6-(benzyloxy)-4-(dibenzylamino)-1-naphthoate). Reaction SMILES: [C:1](Cl)(=O)C(Cl)=O.[CH2:7]([O:14][C:15]1[CH:16]=[C:17]2[C:22](=[CH:23][CH:24]=1)[C:21]([C:25]([OH:27])=[O:26])=[CH:20][CH:19]=[C:18]2[N:28]([CH2:36][C:37]1[CH:42]=[CH:41][CH:40]=[CH:39][CH:38]=1)[CH2:29][C:30]1[CH:35]=[CH:34][CH:33]=[CH:32][CH:31]=1)[C:8]1[CH:13]=[CH:12][CH:11]=[CH:10][CH:9]=1.CO>ClCCl.CN(C=O)C>[CH2:7]([O:14][C:15]1[CH:16]=[C:17]2[C:22](=[CH:23][CH:24]=1)[C:21]([C:25]([O:27][CH3:1])=[O:26])=[CH:20][CH:19]=[C:18]2[N:28]([CH2:36][C:37]1[CH:42]=[CH:41][CH:40]=[CH:39][CH:38]=1)[CH2:29][C:30]1[CH:31]=[CH:32][CH:33]=[CH:34][CH:35]=1)[C:8]1[CH:9]=[CH:10][CH:11]=[CH:12][CH:13]=1. Procedure details: Oxalyl chloride (2.60 g, 1.79 mL, 20.5 mmol) was added dropwise to a solution of 6-(benzyloxy)-4-(dibenzylamino)-1-naphthoic acid (3.236 g, 6.834 mmol) in dichloromethane (70 mL) and DMF (1 drop). The mixture stirred at RT for 1 h and was concentrated to afford a yellow solid. CH2Cl2 (60 mL) was added followed by the dropwise addition of MeOH(10 mL), and the mixture stirred at RT for 45 min. The mixture was concentrated to afford methyl 6-(benzyloxy)-4-(dibenzylamino)-1-naphthoate as a light bro... Starting materials: COc1ccc2[nH]cc(CC3=CCCN(CCc4ccc([N+](=O)[O-])cc4)C3)c2c1, Cl, [Fe]. Product: COc1ccc2[nH]cc(CC3=CCCN(CCc4ccc(N)cc4)C3)c2c1. RXN SMILES: [CH3:1][O:2][c:3]1[cH:4][c:5]2[c:6]([CH2:12][C:13]3=[CH:18][CH2:17][CH2:16][N:15]([CH2:19][CH2:20][c:21]4[cH:22][cH:23][c:24]([N+:27]([O-:28])=[O:29])[cH:25][cH:26]4)[CH2:14]3)[cH:7][nH:8][c:9]2[cH:10][cH:11]1.[ClH:30].[Fe:31]>>[CH3:1][O:2][c:3]1[cH:4][c:5]2[c:6]([CH2:12][C:13]3=[CH:18][CH2:17][CH2:16][N:15]([CH2:19][CH2:20][c:21]4[cH:22][cH:23][c:24]([NH2:27])[cH:25][cH:26]4)[CH2:14]3)[cH:7][nH:8][c:9]2[cH:10][cH:11]1. Starting materials: OCC(=O)C1=CC=CC=C1 (2-hydroxyacetophenon), CC(=O)C (acetone), N1CCCC1 (pyrrolidine). Run in C1(=CC=CC=C1)C (toluene). Product: CC1(CC(C2=C(O1)C=CC=C2)=O)C (3,4-dihydro-2,2-dimethyl-2H-benzo[b]pyran-4-one). The yield is 21.6%. Reaction SMILES: O[CH2:2][C:3]([C:5]1[CH:10]=[CH:9][CH:8]=[CH:7][CH:6]=1)=[O:4].[CH3:11][C:12]([CH3:14])=[O:13].N1CCCC1>C1(C)C=CC=CC=1>[CH3:11][C:12]1([CH3:14])[O:13][C:10]2[CH:9]=[CH:8][CH:7]=[CH:6][C:5]=2[C:3](=[O:4])[CH2:2]1. Reported procedure: Twenty five grams (25 g) of 2-hydroxyacetophenon, 10.7 g of acetone, and 5.5 g of pyrrolidine were added to 50 ml of toluene, and heated and refluxed. Twenty hours later, the temperature was returned to ambient temperature and the solvent was distilled off under reduced pressure, to which was added 100 ml of 1N hydrogen chloride. The extraction was carried out with 50 ml×3 of chloroform, followed by washing in water, drying over anhydrous magnesium sulfate, filtering off and condensation of the ... Starting materials: C(C1=CC=CC=C1)N1C(=NC2=C1C=C(C=C2)Cl)C(=O)NC=2C=C1C=CN(C1=CC2)CCCCl (1-benzyl-6-chloro-2-[1-(3-chloro-propyl)indol-5-ylaminocarbonyl]benzimidazole), N1N=NN=C1 (1H-1,2,3,4-tetrazol), C([O-])([O-])=O.[K+].[K+] (potassium carbonate), [I-].[Na+] (sodium iodide). Solvent: CN(C=O)C (dimethylformamide), C(C)(=O)OCC.CCCCCC (ethyl acetate n-hexane), O (Water). Reaction conditions: temperature 100 celsius, time 2 day. The product is C(C1=CC=CC=C1)N1C(=NC2=C1C=C(C=C2)Cl)C(=O)NC=2C=C1C=CN(C1=CC2)CCCN2N=NN=C2 (1-benzyl-6-chloro-2-{1-[3-(1,2,3,4-tetrazol-1-yl)propyl]indol-5-ylaminocarbonyl}benzimidazole). Yield: 27.0%. Reaction SMILES: [CH2:1]([N:8]1[C:12]2[CH:13]=[C:14]([Cl:17])[CH:15]=[CH:16][C:11]=2[N:10]=[C:9]1[C:18]([NH:20][C:21]1[CH:22]=[C:23]2[C:27](=[CH:28][CH:29]=1)[N:26]([CH2:30][CH2:31][CH2:32]Cl)[CH:25]=[CH:24]2)=[O:19])[C:2]1[CH:7]=[CH:6][CH:5]=[CH:4][CH:3]=1.[NH:34]1[CH:38]=[N:37][N:36]=[N:35]1.C(=O)([O-])[O-].[K+].[K+].[I-].[Na+]>C(OCC)(=O)C.CCCCCC.O.CN(C)C=O>[CH2:1]([N:8]1[C:12]2[CH:13]=[C:14]([Cl:17])[CH:15]=[CH:16][C:11]=2[N:10]=[C:9]1[C:18]([NH:20][C:21]1[CH:22]=[C:23]2[C:27](=[CH:28][CH:29]=1)[N:26]([CH2:30][CH2:31][CH2:32][N:34]1[CH:38]=[N:37][N:36]=[N:35]1)[CH:25]=[CH:24]2)=[O:19])[C:2]1[CH:3]=[CH:4][CH:5]=[CH:6][CH:7]=1 |f:2.3.4,5.6,7.8|. Reported procedure: To 3.8 g of 1-benzyl-6-chloro-2-[1-(3-chloro-propyl)indol-5-ylaminocarbonyl]benzimidazole was added 100 mg of dimethylformamide, further added 1.4 g of 1H-1,2,3,4-tetrazol, 2.2 g of potassium carbonate and 7.2 g of sodium iodide, the mixture was heated and stirred at 100° C. for 2 days. Water was added to the reaction mixture, and extracted with ethyl acetate, the extract was washed with water and an aqueous solution saturated with sodium chloride. The washed extract was dried with anhydrous mag... The reactants are CCO, [Cl-], [Fe], Cc1ccc(-c2nc3ccc([N+](=O)[O-])cc3o2)cc1, [NH4+], O. Yields the product Cc1ccc(-c2nc3ccc(N)cc3o2)cc1. As a reaction SMILES: [CH2:23]([OH:24])[CH3:25].[Cl-:20].[Fe:26].[N+:1]([O-:2])(=[O:3])[c:4]1[cH:5][c:6]2[c:7]([n:8][c:9](-[c:11]3[cH:12][cH:13][c:14]([CH3:17])[cH:15][cH:16]3)[o:10]2)[cH:18][cH:19]1.[NH4+:21].[OH2:22]>>[NH2:1][c:4]1[cH:5][c:6]2[c:7]([n:8][c:9](-[c:11]3[cH:12][cH:13][c:14]([CH3:17])[cH:15][cH:16]3)[o:10]2)[cH:18][cH:19]1. Starting materials: solid, Cl.Cl.O1C=C(C=C2C1=CC=C2)C2N(CCCC2)CC[C@@H]2CC[C@H](CC2)N (trans-4-[2-(4-benzofuran-3-yl-piperidin-1-yl)-ethyl]-cyclohexylamine dihydrochloride), Cl.Cl.O1C=C(C=C2C1=CC=C2)C2N(CCCC2)CC[C@@H]2CC[C@H](CC2)N (trans-4-[2-(4-benzofuran-3-yl-piperidin-1-yl)-ethyl]-cyclohexylamine dihydrochloride), N1(CCOCC1)C1=CC=C(C(=O)O)C=C1 (4-morpholin-4-yl-benzoic acid). Product: O1C=C(C=C2C1=CC=C2)C2N(CCCC2)CC[C@@H]2CC[C@H](CC2)NC(C2=CC=C(C=C2)N2CCOCC2)=O (trans-N-{4-[2-(4-Benzofuran-3-yl-piperidin-1-yl)-ethyl]-cyclohexyl}-4-morpholin-4-yl-benzamide). As a reaction SMILES: Cl.Cl.[O:3]1[C:8]2=[CH:9][CH:10]=[CH:11][C:7]2=[CH:6][C:5]([CH:12]2[CH2:17][CH2:16][CH2:15][CH2:14][N:13]2[CH2:18][CH2:19][C@H:20]2[CH2:25][CH2:24][C@H:23]([NH2:26])[CH2:22][CH2:21]2)=[CH:4]1.[N:27]1([C:33]2[CH:41]=[CH:40][C:36]([C:37](O)=[O:38])=[CH:35][CH:34]=2)[CH2:32][CH2:31][O:30][CH2:29][CH2:28]1>>[O:3]1[C:8]2=[CH:9][CH:10]=[CH:11][C:7]2=[CH:6][C:5]([CH:12]2[CH2:17][CH2:16][CH2:15][CH2:14][N:13]2[CH2:18][CH2:19][C@H:20]2[CH2:21][CH2:22][C@H:23]([NH:26][C:37](=[O:38])[C:36]3[CH:35]=[CH:34][C:33]([N:27]4[CH2:32][CH2:31][O:30][CH2:29][CH2:28]4)=[CH:41][CH:40]=3)[CH2:24][CH2:25]2)=[CH:4]1 |f:0.1.2|. Reported procedure: The title compound, light yellow solid (103 mg, 80%), MS (ISP) m/z=516.3 [(M+H)+], mp 249° C., was prepared in accordance with the general method of example 1 from trans-4-[2-(4-benzofuran-3-yl-piperidin-1-yl)-ethyl]-cyclohexylamine dihydrochloride (intermediate A) (100 mg, 0.25 mmol) and 4-morpholin-4-yl-benzoic acid. The reactants are ClC1=NC(=C(C(=O)OC)C=C1)C (Methyl 6-chloro-2-methylnicotinate), Cl (hydrochloric acid), [OH-].[K+] (potassium hydroxide). The solvent is CC(C)(C)O (2-methylpropan-2-ol), CO (methanol), CO (methanol). Conditions: temperature 60 celsius. Product: ClC1=NC(=C(C(=O)O)C=C1)C (6-Chloro-2-methylnicotinic acid). Reaction SMILES: [Cl:1][C:2]1[CH:11]=[CH:10][C:5]([C:6]([O:8]C)=[O:7])=[C:4]([CH3:12])[N:3]=1.[OH-].[K+].Cl>CC(O)(C)C.CO>[Cl:1][C:2]1[CH:11]=[CH:10][C:5]([C:6]([OH:8])=[O:7])=[C:4]([CH3:12])[N:3]=1 |f:1.2|. Procedure: Methyl 6-chloro-2-methylnicotinate (Example 423, Step 2) (900 mg, 4.85 mmol) was taken up in 2-methylpropan-2-ol (48.5 ml) and methanol (48.5 ml) and aqueous 1 molar potassium hydroxide (24.2 ml, 24.2 mmol) was added. The resulting slurry was heated at 60° C. for 4 hours, cooled to room temperature, and hydrochloric acid (1 M in water, 24.2 mL, 24.2 mmol) was added dropwise. The solution was then concentrated under reduced pressure until to afford a white solid, which was taken up in methanol an... Reactants: CN1CC(C2=CC=C(C=C12)N)(C)C (1,3,3-Trimethylindoline-6-ylamine), IC (iodomethane), C(C)OCC (ethyl ether), O.O.[Sn](Cl)Cl (tin (II) chloride dihydrate), Cl (HCl), [H-].[Na+] (sodium hydride), CC1(CNC2=CC(=CC=C12)[N+](=O)[O-])C (3,3-dimethyl-6-nitroindoline). Solvent: CN(C)C=O (DMF). Conditions: temperature 25 celsius, time 3 hour. The product is C(C)(C)(C)C1=CC=C(C=C1)/C=C/C(=O)NC1=CC=C2C(CN(C2=C1)C)(C)C ((2E)-3-[4-(tert-Butyl)phenyl]-N-(1,3,3-trimethylindolin-6-yl)prop-2-enamide). RXN SMILES: [CH3:1][N:2]1[C:10]2[C:5](=[CH:6][CH:7]=[C:8]([NH2:11])[CH:9]=2)[C:4]([CH3:13])([CH3:12])[CH2:3]1.[CH3:14][C:15]1([CH3:27])[C:23]2[C:18](=[CH:19][C:20]([N+]([O-])=O)=[CH:21][CH:22]=2)N[CH2:16]1.[H-].[Na+].I[CH3:31].O.O.[Sn](Cl)Cl.Cl.C([O:40][CH2:41][CH3:42])C>CN(C=O)C>[C:15]([C:23]1[CH:18]=[CH:19][C:20](/[CH:31]=[CH:42]/[C:41]([NH:11][C:8]2[CH:9]=[C:10]3[C:5]([C:4]([CH3:13])([CH3:12])[CH2:3][N:2]3[CH3:1])=[CH:6][CH:7]=2)=[O:40])=[CH:21][CH:22]=1)([CH3:27])([CH3:16])[CH3:14] |f:2.3,5.6.7|. Procedure details: 1,3,3-Trimethylindoline-6-ylamine. A solution of 3,3-dimethyl-6-nitroindoline, Example 32(a), (0.23 g, 1.2 mmol) in anhydrous DMF (15 mL) was magnetically stirred at 25° C. and treated with sodium hydride (0.14 g, 3.6 mmol, 60% dispersion in mineral oil, Aldrich), followed by iodomethane (0.17, 1.3 mmol, Aldrich). The reaction mixture was stirred at 25° C. for 3 h, then quenched with water (40 mL) and extracted with EtOAc (3×30 mL). The combined extract was concentrated in vacuo to provide a res...